Dataset: the Open Reaction Database (ORD), a public repository of structured organic reaction records. Task: describe an organic reaction: reactants, conditions, products, and yield Reactants: C(C)=C1C(C[C@@H]2CC[C@H]3[C@@H]4CC[C@@H]([C@@]4(C)CC[C@@H]3[C@]2(C1)C)OC)=O (2-ethylidene-17β-methoxy-5α-androstan-3-one). Reagents/catalysts: [Pd] (Palladium on charcoal). Product: C(C)[C@@H]1C(C[C@@H]2CC[C@H]3[C@@H]4CC[C@@H]([C@@]4(C)CC[C@@H]3[C@]2(C1)C)OC)=O (2β-ethyl-17β-methoxy-5α-androstan-3-one). As a reaction SMILES: [CH:1](=[C:3]1[CH2:20][C@@:19]2([CH3:21])[C@@H:6]([CH2:7][CH2:8][C@@H:9]3[C@@H:18]2[CH2:17][CH2:16][C@@:14]2([CH3:15])[C@H:10]3[CH2:11][CH2:12][C@@H:13]2[O:22][CH3:23])[CH2:5][C:4]1=[O:24])[CH3:2]>[Pd]>[CH2:1]([C@H:3]1[CH2:20][C@@:19]2([CH3:21])[C@@H:6]([CH2:7][CH2:8][C@@H:9]3[C@@H:18]2[CH2:17][CH2:16][C@@:14]2([CH3:15])[C@H:10]3[CH2:11][CH2:12][C@@H:13]2[O:22][CH3:23])[CH2:5][C:4]1=[O:24])[CH3:2]. Procedure: Palladium on charcoal (5%, 110 mg.) is added to a solution of 2-ethylidene-17β-methoxy-5α-androstan-3-one (Preparation 1, 1.5 g.) and shaken under hydrogen. The catalyst is removed by filtration and the filtrate is concentrated to dryness and chromatographed to give 2β-ethyl-17β-methoxy-5α-androstan-3-one.